This data is from the Open Reaction Database (ORD), a public repository of structured organic reaction records. The task is: describe an organic reaction: reactants, conditions, products, and yield Reactants: FC1=CC(=CC=C1)F (1,3-Difluorobenzene), C(C)(C)O (Isopropanol). Run in OS(=O)(=O)O (H2SO4). Conditions: temperature 65 celsius, time 4 hour. Yields the product FC1(CC(=CC=C1)F)C(C)C (2-(1,3-Difluorophenyl)propane). Yield: 55.3%. Reaction SMILES: [F:1][C:2]1[CH:7]=[CH:6][CH:5]=[C:4]([F:8])[CH:3]=1.[CH:9](O)([CH3:11])[CH3:10]>OS(O)(=O)=O>[F:1][C:2]1([CH:9]([CH3:11])[CH3:10])[CH:7]=[CH:6][CH:5]=[C:4]([F:8])[CH2:3]1. Procedure details: To a rapidly stirred mixture of 1,3-Difluorobenzene (31.5 ml, 320 mmol) and 80% H2SO4 (150 ml), Isopropanol (25 ml, 320 mmol) was added at room temperature. The mixture was heated to 65° C. and stirred for four hours. The resulting light brown mixture was cooled to room temperature. The organic layer was separated from the H2SO4 and washed twice with 50 ml saturated NaCl (aqueous). The organic layer was subjected to fractional distillation to give 55.2% (27.6 g, 177 mmol) of the title compound a... Starting materials: CCCCCCCNC(=O)N(C)c1cccc(-c2ccc(C=C(OCC)C(=O)OCC)cc2)c1, CC(=O)O, CCOC(C)=O, [Li+], C1CCOC1, [OH-], O. Yields the product CCCCCCCNC(=O)N(C)c1cccc(-c2ccc(C=C(OCC)C(=O)O)cc2)c1. Reaction SMILES: [CH2:3]([CH3:4])[O:5][C:6]([C:7](=[O:8])[O:9][CH2:10][CH3:11])=[CH:12][c:13]1[cH:14][cH:15][c:16](-[c:19]2[cH:20][c:21]([N:25]([C:26](=[O:27])[NH:28][CH2:29][CH2:30][CH2:31][CH2:32][CH2:33][CH2:34][CH3:35])[CH3:36])[cH:22][cH:23][cH:24]2)[cH:17][cH:18]1.[CH3:37][C:38](=[O:39])[OH:40].[CH3:47][CH2:48][O:49][C:50](=[O:51])[CH3:52].[Li+:1].[O:42]1[CH2:43][CH2:44][CH2:45][CH2:46]1.[OH-:2].[OH2:41]>>[CH2:3]([CH3:4])[O:5][C:6]([C:7](=[O:8])[OH:9])=[CH:12][c:13]1[cH:14][cH:15][c:16](-[c:19]2[cH:20][c:21]([N:25]([C:26](=[O:27])[NH:28][CH2:29][CH2:30][CH2:31][CH2:32][CH2:33][CH2:34][CH3:35])[CH3:36])[cH:22][cH:23][cH:24]2)[cH:17][cH:18]1. The reactants are O=C([O-])[O-], CC1(C)CC=C(B(O)O)CC1, N#Cc1ccc(N)c(Br)c1, [Na+], [Na+], c1ccc(P(c2ccccc2)(c2ccccc2)[Pd](P(c2ccccc2)(c2ccccc2)c2ccccc2)(P(c2ccccc2)(c2ccccc2)c2ccccc2)P(c2ccccc2)(c2ccccc2)c2ccccc2)cc1. Yields the product CC1(C)CC=C(c2cc(C#N)ccc2N)CC1. Reaction SMILES: [C:22](=[O:23])([O-:24])[O-:25].[CH3:11][C:12]1([CH3:21])[CH2:13][CH:14]=[C:15]([B:18]([OH:19])[OH:20])[CH2:16][CH2:17]1.[NH2:1][c:2]1[c:3]([Br:10])[cH:4][c:5]([C:6]#[N:7])[cH:8][cH:9]1.[Na+:26].[Na+:27].[cH:28]1[cH:29][cH:30][c:31]([P:32]([Pd:33]([P:34]([c:35]2[cH:36][cH:37][cH:38][cH:39][cH:40]2)([c:41]2[cH:42][cH:43][cH:44][cH:45][cH:46]2)[c:47]2[cH:48][cH:49][cH:50][cH:51][cH:52]2)([P:53]([c:54]2[cH:55][cH:56][cH:57][cH:58][cH:59]2)([c:60]2[cH:61][cH:62][cH:63][cH:64][cH:65]2)[c:66]2[cH:67][cH:68][cH:69][cH:70][cH:71]2)[P:72]([c:73]2[cH:74][cH:75][cH:76][cH:77][cH:78]2)([c:79]2[cH:80][cH:81][cH:82][cH:83][cH:84]2)[c:85]2[cH:86][cH:87][cH:88][cH:89][cH:90]2)([c:91]2[cH:92][cH:93][cH:94][cH:95][cH:96]2)[c:97]2[cH:98][cH:99][cH:100][cH:101][cH:102]2)[cH:103][cH:104]1>>[NH2:1][c:2]1[c:3]([C:15]2=[CH:14][CH2:13][C:12]([CH3:11])([CH3:21])[CH2:17][CH2:16]2)[cH:4][c:5]([C:6]#[N:7])[cH:8][cH:9]1. The reactants are NC=1SC=C(N1)C1=CC=C(C=C1)NC(C)=O (N-[4-(2-amino-1,3-thiazol-4-yl)penyl]acetamide), ClC=1C(=C(C=CC1)S(=O)(=O)Cl)C (3-chloro-2-methylbenzenesulfonyl chloride). The product is ClC=1C(=C(C=CC1)S(=O)(=O)NC=1SC=C(N1)C1=CC=C(C=C1)NC(C)=O)C (N-[4-(2-{[(3-chloro-2-methylphenyl)sulfonyl]amino}-1,3-thiazol-4-yl)phenyl]acetamide), solid. Reaction SMILES: [NH2:1][C:2]1[S:3][CH:4]=[C:5]([C:7]2[CH:12]=[CH:11][C:10]([NH:13][C:14](=[O:16])[CH3:15])=[CH:9][CH:8]=2)[N:6]=1.[Cl:17][C:18]1[C:19]([CH3:28])=[C:20]([S:24](Cl)(=[O:26])=[O:25])[CH:21]=[CH:22][CH:23]=1>>[Cl:17][C:18]1[C:19]([CH3:28])=[C:20]([S:24]([NH:1][C:2]2[S:3][CH:4]=[C:5]([C:7]3[CH:8]=[CH:9][C:10]([NH:13][C:14](=[O:16])[CH3:15])=[CH:11][CH:12]=3)[N:6]=2)(=[O:26])=[O:25])[CH:21]=[CH:22][CH:23]=1. Reported procedure: The title compound was prepared N-[4-(2-amino-1,3-thiazol-4-yl)penyl]acetamide and 3-chloro-2-methylbenzenesulfonyl chloride as described in the synthetic METHOD B to give a white solid (16.1 mg) with purity >90%: MS (pos) m/z 422.1, (neg) m/z 420.3. HRMS m/z 421.0327 (calc. of monoisotopic mass for C18H16ClN3O3S2 gives 421.0322). Reactants: S(=O)(Cl)Cl (thionyl chloride), CN(C=O)C (dimethylformamide), FC(C1=CC=C(OC(C(=O)O)C2=CC(=CC=C2)C(F)(F)F)C=C1)(F)F ((4-Trifluoromethyl-phenoxy)-(3-trifluoromethyl-phenyl)-acetic acid). The solvent is ClCCl (dichloromethane). Run at time 2 hour. Yields the product FC(C1=CC=C(OC(C(=O)Cl)C2=CC(=CC=C2)C(F)(F)F)C=C1)(F)F ((4-trifluoromethyl-phenoxy)-(3-trifluoromethyl-phenyl)-acetyl chloride). Reaction SMILES: [F:1][C:2]([F:25])([F:24])[C:3]1[CH:23]=[CH:22][C:6]([O:7][CH:8]([C:12]2[CH:17]=[CH:16][CH:15]=[C:14]([C:18]([F:21])([F:20])[F:19])[CH:13]=2)[C:9](O)=[O:10])=[CH:5][CH:4]=1.S(Cl)([Cl:28])=O.CN(C)C=O>ClCCl>[F:1][C:2]([F:25])([F:24])[C:3]1[CH:23]=[CH:22][C:6]([O:7][CH:8]([C:12]2[CH:17]=[CH:16][CH:15]=[C:14]([C:18]([F:21])([F:20])[F:19])[CH:13]=2)[C:9]([Cl:28])=[O:10])=[CH:5][CH:4]=1. Procedure details: (4-Trifluoromethyl-phenoxy)-(3-trifluoromethyl-phenyl)-acetic acid 39 (0.05 mol) was dissolved in dichloromethane (50 mL) and thionyl chloride (5 mL) and dimethylformamide (0.1 mL) were added. After 2 hours, the solvents were removed under vacuum to afford (4-trifluoromethyl-phenoxy)-(3-trifluoromethyl-phenyl)-acetyl chloride, 123. This compound (0.01 mol) was dissolved in ether (25 mL) and the solution was cooled to −80° C. and lithium aluminum tri-tertiarybutoxy hydride (0.01 mol) was added. T... Reactants: O=C([O-])[O-], C[Si](C)(C)[N-][Si](C)(C)C, CN(C)C=O, CC(C)c1cccc(Nc2nc3cc(O)ccc3s2)c1, CC(=O)Nc1cc(Cl)ccn1, [K+], [K+], [K+]. Product: CC(=O)Nc1cc(Oc2ccc3sc(Nc4cccc(C(C)C)c4)nc3c2)ccn1. RXN SMILES: [C:42](=[O:43])([O-:44])[O-:45].[CH3:32][Si:33]([N-:34][Si:35]([CH3:36])([CH3:37])[CH3:38])([CH3:39])[CH3:40].[CH3:48][N:49]([CH3:50])[CH:51]=[O:52].[CH:1]([CH3:2])([CH3:3])[c:4]1[cH:5][c:6]([NH:10][c:11]2[s:12][c:13]3[c:14]([n:15]2)[cH:16][c:17]([OH:20])[cH:18][cH:19]3)[cH:7][cH:8][cH:9]1.[Cl:21][c:22]1[cH:23][c:24]([NH:28][C:29]([CH3:30])=[O:31])[n:25][cH:26][cH:27]1.[K+:41].[K+:46].[K+:47]>>[CH:1]([CH3:2])([CH3:3])[c:4]1[cH:5][c:6]([NH:10][c:11]2[s:12][c:13]3[c:14]([n:15]2)[cH:16][c:17]([O:20][c:22]2[cH:23][c:24]([NH:28][C:29]([CH3:30])=[O:31])[n:25][cH:26][cH:27]2)[cH:18][cH:19]3)[cH:7][cH:8][cH:9]1.